From a dataset of the Open Reaction Database (ORD), a public repository of structured organic reaction records. describe an organic reaction: reactants, conditions, products, and yield Yields the product ClC1=C(C(=O)NCC(C2CCOCC2)C2=CC=C(C=C2)Cl)C=CC=C1F (2-chloro-3-fluoro-N-(2-(4-chlorophenyl)-2-(tetrahydro-2H-pyran-4-yl)ethyl)benzamide). Procedure details: From 2-chloro-3-fluorobenzoic acid and 2-(4-chlorophenyl)-2-(tetrahydro-2H-pyran-4-yl)ethanamine. LCMS (MH+): m/z=396.1, tR (minutes, Method G)=2.36 Reactants: ClC1=C(C(=O)O)C=CC=C1F (2-chloro-3-fluorobenzoic acid), ClC1=CC=C(C=C1)C(CN)C1CCOCC1 (2-(4-chlorophenyl)-2-(tetrahydro-2H-pyran-4-yl)ethanamine). Reaction SMILES: [Cl:1][C:2]1[C:10]([F:11])=[CH:9][CH:8]=[CH:7][C:3]=1[C:4]([OH:6])=O.[Cl:12][C:13]1[CH:18]=[CH:17][C:16]([CH:19]([CH:22]2[CH2:27][CH2:26][O:25][CH2:24][CH2:23]2)[CH2:20][NH2:21])=[CH:15][CH:14]=1>>[Cl:1][C:2]1[C:10]([F:11])=[CH:9][CH:8]=[CH:7][C:3]=1[C:4]([NH:21][CH2:20][CH:19]([C:16]1[CH:15]=[CH:14][C:13]([Cl:12])=[CH:18][CH:17]=1)[CH:22]1[CH2:23][CH2:24][O:25][CH2:26][CH2:27]1)=[O:6]. The reactants are C1=CC(=CC=C1[N+](=O)[O-])O (p-nitrophenol), ClCCC(=O)O (3-chloropropanoic acid). Solvent: C(C)O (ethanol), [OH-].[K+] (KOH). The product is [N+](=O)([O-])C1=CC=C(OCCC(=O)O)C=C1 (3-(4-nitrophenoxy)propanoic acid). The yield is 35.5%. RXN SMILES: [CH:1]1[C:6]([N+:7]([O-:9])=[O:8])=[CH:5][CH:4]=[C:3]([OH:10])[CH:2]=1.Cl[CH2:12][CH2:13][C:14]([OH:16])=[O:15]>C(O)C.[OH-].[K+]>[N+:7]([C:6]1[CH:5]=[CH:4][C:3]([O:10][CH2:12][CH2:13][C:14]([OH:16])=[O:15])=[CH:2][CH:1]=1)([O-:9])=[O:8] |f:3.4|. Reported procedure: Dissolve p-nitrophenol (11 g, 100 mmol), 3-chloropropanoic acid (14 g, 100 mmol) in a mixture of ethanol (100 mL) and 20% aqueous KOH solution (100 mL). Heat to reflux for 2 hrs, then adjust pH=1-3, extract with EtOAc (300 mL×3), combine the organic layers and wash with brine (300 mL×2), dry over anhydrous Na2SO4. Concentrate under reduced pressure to give the crude product. Purification by chromatography (silica gel, EtOAc:PE=1:4) affords the title compound (7.5 g, 14.9%). MS: (M+1): 212.1. Reactants: C(C)OC(=O)C=1C2=C(C=NC1)C(=CS2)COC2=CC(=CC=C2)NC(C2=CC(=CC=C2)OC)=O (3-[3-(3-Methoxy-benzoylamino)-phenoxymethyl]-thieno[3,2-c]pyridine-7-carboxylic acid ethyl ester), C(O)CN (ethanolamine), Example 16. Yields the product OCCNC(=O)C=1C2=C(C=NC1)C(=CS2)COC2=CC(=CC=C2)NC(C2=CC(=CC=C2)OC)=O (3-[3-(3-Methoxy-benzoylamino)-phenoxymethyl]-thieno[3,2-c]pyridine-7-carboxylic acid (2-hydroxy-ethyl)-amide). RXN SMILES: C(O[C:4]([C:6]1[C:7]2[S:14][CH:13]=[C:12]([CH2:15][O:16][C:17]3[CH:22]=[CH:21][CH:20]=[C:19]([NH:23][C:24](=[O:33])[C:25]4[CH:30]=[CH:29][CH:28]=[C:27]([O:31][CH3:32])[CH:26]=4)[CH:18]=3)[C:8]=2[CH:9]=[N:10][CH:11]=1)=[O:5])C.[CH2:34]([CH2:36][NH2:37])[OH:35]>>[OH:35][CH2:34][CH2:36][NH:37][C:4]([C:6]1[C:7]2[S:14][CH:13]=[C:12]([CH2:15][O:16][C:17]3[CH:22]=[CH:21][CH:20]=[C:19]([NH:23][C:24](=[O:33])[C:25]4[CH:30]=[CH:29][CH:28]=[C:27]([O:31][CH3:32])[CH:26]=4)[CH:18]=3)[C:8]=2[CH:9]=[N:10][CH:11]=1)=[O:5]. Procedure: 3-[3-(3-Methoxy-benzoylamino)-phenoxymethyl]-thieno[3,2-c]pyridine-7-carboxylic acid (2-hydroxy-ethyl)-amide was prepared from 3-[3-(3-methoxy-benzoylamino)-phenoxymethyl]-thieno[3,2-c]pyridine-7-carboxylic acid ethyl ester (from Example 13 supra) and ethanolamine (Aldrich) following the procedure described in Example 16 as a white solid. Starting materials: N1CCC(CC1)C1=CC=C(C(=O)O)C=C1 (4-Piperidin-4-yl-benzoic acid), CO (methanol), sulfonic acid. The product is COC(C1=CC=C(C=C1)C1CCNCC1)=O (4-Piperidin-4-yl-benzoic acid methyl ester). As a reaction SMILES: [NH:1]1[CH2:6][CH2:5][CH:4]([C:7]2[CH:15]=[CH:14][C:10]([C:11]([OH:13])=[O:12])=[CH:9][CH:8]=2)[CH2:3][CH2:2]1.[CH3:16]O>>[CH3:16][O:12][C:11](=[O:13])[C:10]1[CH:14]=[CH:15][C:7]([CH:4]2[CH2:5][CH2:6][NH:1][CH2:2][CH2:3]2)=[CH:8][CH:9]=1. Procedure: 4-Piperidin-4-yl-benzoic acid (47 mmol) is dissolved in methanol (300 ml) and 1 ml of concentrated sulfonic acid is added. The mixture is heated under reflux overnight. After evaporation of the solvent, the residue is dissolved in a mixture of water and sodium carbonate (to ensure basic conditions) and extracted three times with ethyl acetate. The combined extract is dried over sodium sulfate and evaporated. A brown powder with Rf=0.18 (CH2Cl2/MeOH=9:1) is obtained.